describe an organic reaction: reactants, conditions, products, and yield From a dataset of the Open Reaction Database (ORD), a public repository of structured organic reaction records. The reactants are C(#N)C(C1=CC=CC=C1)(C1=CC=CC=C1)[C@@H]1CNCCC1 (3-(R)-(+)-(1-cyano-1,1-diphenylmethyl)piperidine), CC1=CC=C(CCBr)C=C1 (4-methylphenethyl bromide), C([O-])([O-])=O.[K+].[K+] (potassium carbonate). Run in C(C)#N (acetonitrile). The product is C(#N)C(C1=CC=CC=C1)(C1=CC=CC=C1)[C@@H]1CN(CCC1)CCC1=CC=C(C=C1)C (3-(R)-(+)-(1-cyano-1,1-diphenylmethyl)-1-(4-methylphenethyl)piperidine). Reaction SMILES: [C:1]([C:3]([C@H:16]1[CH2:21][CH2:20][CH2:19][NH:18][CH2:17]1)([C:10]1[CH:15]=[CH:14][CH:13]=[CH:12][CH:11]=1)[C:4]1[CH:9]=[CH:8][CH:7]=[CH:6][CH:5]=1)#[N:2].[CH3:22][C:23]1[CH:31]=[CH:30][C:26]([CH2:27][CH2:28]Br)=[CH:25][CH:24]=1.C(=O)([O-])[O-].[K+].[K+]>C(#N)C>[C:1]([C:3]([C@H:16]1[CH2:21][CH2:20][CH2:19][N:18]([CH2:28][CH2:27][C:26]2[CH:30]=[CH:31][C:23]([CH3:22])=[CH:24][CH:25]=2)[CH2:17]1)([C:10]1[CH:11]=[CH:12][CH:13]=[CH:14][CH:15]=1)[C:4]1[CH:9]=[CH:8][CH:7]=[CH:6][CH:5]=1)#[N:2] |f:2.3.4|. Procedure details: A mixture containing 3-(R)-(+)-(1-cyano-1,1-diphenylmethyl)piperidine (1 g), 4-methylphenethyl bromide (0.72 g) , anhydrous potassium carbonate (1.5 g) and acetonitrile (25 ml) was heated under reflux for 5 hours. The mixture was partitioned between dichloromethane (50 ml) and 10% aqueous potassium carbonate (30 ml), the layers separated, and the aqueous layer extracted with dichloromethane (3×30 ml). The combined dichloromethane extracts were dried (MgSO4) and concentrated in vacuo to give an o... The reactants are FC1=CC=C(COC2=C(C=C(C(=O)N3CCN(CC3)CC(C)C)C=C2)CC(C)C)C=C1 (1-[4-(4-fluorobenzyloxy)-3-isobutylbenzoyl]-4-isobutylpiperazine), Cl (hydrogen chloride). The solvent is C(C)OCC (diethyl ether), CCOCC (ether). Reaction conditions: time 10 minute. Yields the product Cl.FC1=CC=C(COC2=C(C=C(C(=O)N3CCN(CC3)CC(C)C)C=C2)CC(C)C)C=C1 (1-[4-(4-fluorobenzyloxy)-3-isobutylbenzoyl]-4-isobutylpiperazine hydrochloride). As a reaction SMILES: [F:1][C:2]1[CH:31]=[CH:30][C:5]([CH2:6][O:7][C:8]2[CH:25]=[CH:24][C:11]([C:12]([N:14]3[CH2:19][CH2:18][N:17]([CH2:20][CH:21]([CH3:23])[CH3:22])[CH2:16][CH2:15]3)=[O:13])=[CH:10][C:9]=2[CH2:26][CH:27]([CH3:29])[CH3:28])=[CH:4][CH:3]=1.[ClH:32]>C(OCC)C>[ClH:32].[F:1][C:2]1[CH:3]=[CH:4][C:5]([CH2:6][O:7][C:8]2[CH:25]=[CH:24][C:11]([C:12]([N:14]3[CH2:19][CH2:18][N:17]([CH2:20][CH:21]([CH3:22])[CH3:23])[CH2:16][CH2:15]3)=[O:13])=[CH:10][C:9]=2[CH2:26][CH:27]([CH3:29])[CH3:28])=[CH:30][CH:31]=1 |f:3.4|. Procedure: 1-[4-(4-fluorobenzyloxy)-3-isobutylbenzoyl]-4-isobutylpiperazine (3.18 g) was dissolved in diethyl ether (20 ml) and then 15 ml of 1N hydrogen chloride in ether was added. After this mixture was stirred for 10 minutes at room temperature, the resulting crystals were collected by filtration, thereby yielding 4.40 g of the aimed compound. Starting materials: acetylenic carbinol, CC=1C(C(CCC1)(C)C)C(C#CC)=O (2,6,6-trimethyl-1-tetrolyl-2-cyclohexene), ( δ ), CC=1C(C(CCC1)(C)C)C(C#CC)O (2,6,6-Trimethyl-1-[1-hydroxy-2-butynyl]-2-cyclohexene), CC(=CC=O)C(CC=C(C)C)C (3,4,7-Trimethyl-2,6-octadienal). Run in CO (carbinol). Yields the product CC=1C(C(CCC1)(C)C)C(\C=C/C)=O (Cis-2,6,6-trimethyl-1-crotonoyl-2-cyclohexene). Reaction SMILES: [CH3:1][C:2]1[CH:3]([CH:10]([OH:14])[C:11]#[C:12][CH3:13])[C:4]([CH3:9])([CH3:8])[CH2:5][CH2:6][CH:7]=1.CC(C(C)CC=C(C)C)=CC=O.CC1C(C(=O)C#CC)C(C)(C)CCC=1>CO>[CH3:1][C:2]1[CH:3]([C:10](=[O:14])/[CH:11]=[CH:12]\[CH3:13])[C:4]([CH3:8])([CH3:9])[CH2:5][CH2:6][CH:7]=1. Procedure details: The acetylenic carbinol which was obtained as described above under paragraph (b) was oxidised as described for its isomer in Example 18, paragraph (c). Thus, 1.38 g. of carbinol gave 0.9 g. (66%) of 2,6,6-trimethyl-1-tetrolyl-2-cyclohexene, b.p. 100°-105°/0.7 Torr. NMR spectrum (CCl4): 0.96 (6 H, d badly resolved), 1.52 (3 H, m), 2.0 (3 H, s), 5.57 (1 H, m), 2.66 (1 H, m) ppm (δ).